This data is from the Open Reaction Database (ORD), a public repository of structured organic reaction records. The task is: describe an organic reaction: reactants, conditions, products, and yield Starting materials: C(C)(C)(C)OC(N(C1CCOCC1)CCNC1=CC(=NC=2N1N=C(C2C2=C(C=C(C=C2Cl)CC)Cl)C)C)=O ({2-[3-(2,6-dichloro-4-ethyl-phenyl)-2,5-dimethyl-pyrazolo[1,5-a]pyrimidin-7-ylamino]-ethyl}-(tetrahydro-pyran-4-yl)-carbamic acid tert-butyl ester). The solvent is C(C)O (ethanol). Reaction conditions: temperature 50 celsius, time 15 minute. The product is Cl.ClC1=C(C(=CC(=C1)CC)Cl)C=1C(=NN2C1N=C(C=C2NCCNC2CCOCC2)C)C (N-[3-(2,6-Dichloro-4-ethyl-phenyl)-2,5-dimethyl-pyrazolo[1,5-a]pyrimidin-7-yl]-N′-(tetrahydro-pyran-4-yl)-ethane-1,2-diamine hydrochloride salt). Yield: 194.0%. Reaction SMILES: C(OC(=O)[N:7]([CH2:14][CH2:15][NH:16][C:17]1[N:22]2[N:23]=[C:24]([CH3:36])[C:25]([C:26]3[C:31]([Cl:32])=[CH:30][C:29]([CH2:33][CH3:34])=[CH:28][C:27]=3[Cl:35])=[C:21]2[N:20]=[C:19]([CH3:37])[CH:18]=1)[CH:8]1[CH2:13][CH2:12][O:11][CH2:10][CH2:9]1)(C)(C)C>C(O)C>[ClH:32].[Cl:35][C:27]1[CH:28]=[C:29]([CH2:33][CH3:34])[CH:30]=[C:31]([Cl:32])[C:26]=1[C:25]1[C:24]([CH3:36])=[N:23][N:22]2[C:17]([NH:16][CH2:15][CH2:14][NH:7][CH:8]3[CH2:9][CH2:10][O:11][CH2:12][CH2:13]3)=[CH:18][C:19]([CH3:37])=[N:20][C:21]=12 |f:2.3|. Procedure: To {2-[3-(2,6-dichloro-4-ethyl-phenyl)-2,5-dimethyl-pyrazolo[1,5-a]pyrimidin-7-ylamino]-ethyl}-(tetrahydro-pyran-4-yl)-carbamic acid tert-butyl ester (0.18 g, 0.31 mmol) 2:1 ethanol/concentrated aqueous hydrochloric acid (3 mL). The reaction was stirred 15 minutes at 50° C., concentrated under reduced pressure, and then concentrated 3 additional times from ethanol to give a solid that was triturated from ether to afford the title compound (0.15 g, quantitative): +APcI MS (M+1)+462; 1H NMR (metha... Starting materials: OC1=CC=C(C=C1)C(C)=O (p-hydroxyacetophenone), C(Cl)Cl (methylene dichloride). Product: CC(=O)C1=CC(=C(C=C1)O)Cl (3-chloro-4-hydroxy acetophenone). RXN SMILES: [OH:1][C:2]1[CH:7]=[CH:6][C:5]([C:8](=[O:10])[CH3:9])=[CH:4][CH:3]=1.C(Cl)[Cl:12]>>[CH3:9][C:8]([C:5]1[CH:6]=[CH:7][C:2]([OH:1])=[C:3]([Cl:12])[CH:4]=1)=[O:10]. Reported procedure: 50 gm of p-hydroxyacetophenone were dissolved in 500 ml of hot methylene dichloride and filtered through a small pad of silica gel. The solution was allowed to cool and the methylene dichloride was stripped off to obtain 41.75 gm (0.31 mol) of crystals. These crystals were dissolved in about 1.5 liters of methylene dichloride. The reaction flask was placed in an ice bath and chlorine gas was bubbled through the solution. After about a total of 5 minutes of Cl2(g) bubbling, the methylene chloride... Reactants: [N+](=O)([O-])[O-].[K+] (KNO3), OS(=O)(=O)O (H2SO4), C(=O)=O (dry ice), [N+](=O)([O-])[O-].[K+] (KNO3), C(C)(C)(C)C1=C(N)C=CC=C1 (2-t-Butylaniline). Conditions: time 4 hour. Product: C(C)(C)(C)C1=C(C=C(C=C1)[N+](=O)[O-])N (2-tert-butyl-5-nitro-phenylamine). RXN SMILES: OS(O)(=O)=O.C(=O)=O.[C:9]([C:13]1[CH:19]=[CH:18][CH:17]=[CH:16][C:14]=1[NH2:15])([CH3:12])([CH3:11])[CH3:10].[N+:20]([O-])([O-:22])=[O:21].[K+]>>[C:9]([C:13]1[CH:19]=[CH:18][C:17]([N+:20]([O-:22])=[O:21])=[CH:16][C:14]=1[NH2:15])([CH3:12])([CH3:10])[CH3:11] |f:3.4|. Procedure details: Concentrated H2SO4 (1 L) was cooled to −10° C. with a dry ice IpOH bath in a 2 L 3-neck round bottom flask fitted with a mechanical stirrer and temperature probe. 2-t-Butylaniline (109 g, 730 mmol) was added, giving a clumpy solid. Once the temperature of the mixture was stabilized at −10° C., KNO3 (101 g, 1001 mmol) was added portion-wise, as the solid, over 4 h, maintaining the temperature between −20 and −5° C. Once all of the KNO3 was added, the reaction was stirred overnight with gradual wa...